From a dataset of the Open Reaction Database (ORD), a public repository of structured organic reaction records. describe an organic reaction: reactants, conditions, products, and yield Reactants: CCCCCC, O=C(Cl)c1ccccc1Cl, ClCCl, Nc1c(C(=O)c2ccccc2)[nH]c2cc(Cl)ccc12. Product: O=C(Nc1c(C(=O)c2ccccc2)[nH]c2cc(Cl)ccc12)c1ccccc1Cl. Reaction SMILES: [CH3:30][CH2:31][CH2:32][CH2:33][CH2:34][CH3:35].[Cl:20][C:21](=[O:22])[c:23]1[cH:24][cH:25][cH:26][cH:27][c:28]1[Cl:29].[Cl:36][CH2:37][Cl:38].[NH2:1][c:2]1[c:3]([C:12]([c:13]2[cH:14][cH:15][cH:16][cH:17][cH:18]2)=[O:19])[nH:4][c:5]2[cH:6][c:7]([Cl:11])[cH:8][cH:9][c:10]12>>[NH:1]([c:2]1[c:3]([C:12]([c:13]2[cH:14][cH:15][cH:16][cH:17][cH:18]2)=[O:19])[nH:4][c:5]2[cH:6][c:7]([Cl:11])[cH:8][cH:9][c:10]12)[C:21](=[O:22])[c:23]1[cH:24][cH:25][cH:26][cH:27][c:28]1[Cl:29].